From a dataset of the Open Reaction Database (ORD), a public repository of structured organic reaction records. describe an organic reaction: reactants, conditions, products, and yield Starting materials: C(C)(C)C1=C(C(=CC(=C1)C(C)C)C(C)C)S(=O)(=O)N=[N+]=[N-] (2,4,6-triisopropyl benzenesulfonyl azide), FC(C=1C=C(C=C(C1)C(F)(F)F)CC(=O)OC)(F)F (methyl 3,5-bis(trifluoromethyl)phenylacetate), N12CCCCCC2=NCCC1 (1,8-diazabicyclo[5.4.0]undec-7-ene). Run in C(C)#N (acetonitrile). Reaction conditions: temperature -5 celsius, time 1 hour. Product: [N+](=[N-])=C(C(=O)OC)C1=CC(=CC(=C1)C(F)(F)F)C(F)(F)F (Methyl 2-diazo-2-(3,5-bis(trifluoromethyl)phenyl)acetate). RXN SMILES: [F:1][C:2]([F:19])([F:18])[C:3]1[CH:4]=[C:5]([CH2:13][C:14]([O:16][CH3:17])=[O:15])[CH:6]=[C:7]([C:9]([F:12])([F:11])[F:10])[CH:8]=1.C(C1C=C(C(C)C)C=C(C(C)C)C=1S([N:38]=[N+:39]=[N-])(=O)=O)(C)C.N12CCCN=C1CCCCC2>C(#N)C>[N+:38](=[C:13]([C:5]1[CH:4]=[C:3]([C:2]([F:18])([F:19])[F:1])[CH:8]=[C:7]([C:9]([F:11])([F:12])[F:10])[CH:6]=1)[C:14]([O:16][CH3:17])=[O:15])=[N-:39]. Reported procedure: To methyl 3,5-bis(trifluoromethyl)phenylacetate (43.5 g, 160 mmol), in dry acetonitrile (250 ml), cooled to -5° C., was added 2,4,6-triisopropyl benzenesulfonyl azide (52.7 g). To the resulting solution was added 1,8-diazabicyclo[5.4.0]undec-7-ene (25.5 ml), and the mixture was stirred at -5° C. for 1 hour. The mixture was warmed to room temperature, and then stirred for 0.5 hour. The solvents were evaporated at reduced pressure and the residue purified by chromatography on silica gel (eluant 5%... As a reaction SMILES: [C:31]([O:32][BH-:33]([O:34][C:35](=[O:36])[CH3:37])[O:38][C:39](=[O:40])[CH3:41])(=[O:42])[CH3:43].[C:45](=[O:46])([O-:47])[OH:48].[CH3:1][O:2][c:3]1[cH:4][n:5][c:6]2[cH:7][cH:8][c:9](=[O:16])[n:10]([CH2:13][CH:14]=[O:15])[c:11]2[cH:12]1.[CH3:50][C:51](=[O:52])[OH:53].[CH:54]([Cl:55])([Cl:56])[Cl:57].[NH:17]1[CH2:18][CH2:19][CH:20]([NH:23][C:24]([O:25][C:26]([CH3:27])([CH3:28])[CH3:29])=[O:30])[CH2:21][CH2:22]1.[Na+:44].[Na+:49]>>[CH3:1][O:2][c:3]1[cH:4][n:5][c:6]2[cH:7][cH:8][c:9](=[O:16])[n:10]([CH2:13][CH2:14][N:17]3[CH2:18][CH2:19][CH:20]([NH:23][C:24]([O:25][C:26]([CH3:27])([CH3:28])[CH3:29])=[O:30])[CH2:21][CH2:22]3)[c:11]2[cH:12]1. The reactants are CC(=O)O[BH-](OC(C)=O)OC(C)=O, O=C([O-])O, COc1cnc2ccc(=O)n(CC=O)c2c1, CC(=O)O, ClC(Cl)Cl, CC(C)(C)OC(=O)NC1CCNCC1, [Na+], [Na+]. Product: COc1cnc2ccc(=O)n(CCN3CCC(NC(=O)OC(C)(C)C)CC3)c2c1.